This data is from the Open Reaction Database (ORD), a public repository of structured organic reaction records. The task is: describe an organic reaction: reactants, conditions, products, and yield Reactants: CO, COC(C)(C)OC, O=C(O)C1CC(=O)N(c2ccc(OO)cc2)C1, O=S(=O)(O)O. The product is COC(=O)C1CC(=O)N(c2ccc(OO)cc2)C1. RXN SMILES: [CH3:18][OH:19].[CH3:25][O:26][C:27]([O:28][CH3:29])([CH3:30])[CH3:31].[OH:1][O:2][c:3]1[cH:4][cH:5][c:6]([N:9]2[CH2:10][CH:11]([C:15](=[O:16])[OH:17])[CH2:12][C:13]2=[O:14])[cH:7][cH:8]1.[S:20](=[O:21])(=[O:22])([OH:23])[OH:24]>>[OH:1][O:2][c:3]1[cH:4][cH:5][c:6]([N:9]2[CH2:10][CH:11]([C:15]([O:16][CH3:18])=[O:17])[CH2:12][C:13]2=[O:14])[cH:7][cH:8]1.